This data is from the Open Reaction Database (ORD), a public repository of structured organic reaction records. The task is: describe an organic reaction: reactants, conditions, products, and yield The reactants are C(=O)N[C@H]1[C@@H]2N(C(=C(CS2)CSC)C(=O)O)C1=O (7β-formamido-3-methylthiomethylceph-3-em-4-carboxylic acid), Cl (hydrochloric acid). Solvent: O1CCOCC1 (dioxan). Product: Cl.N[C@H]1[C@@H]2N(C(=C(CS2)CSC)C(=O)O)C1=O (7β-amino-3-methylthiomethylceph-3-em-4-carboxylic acid, hydrochloride). Isolated yield 90.0%. As a reaction SMILES: C([NH:3][C@@H:4]1[C:17](=[O:18])[N:6]2[C:7]([C:14]([OH:16])=[O:15])=[C:8]([CH2:11][S:12][CH3:13])[CH2:9][S:10][C@H:5]12)=O.[ClH:19]>O1CCOCC1>[ClH:19].[NH2:3][C@@H:4]1[C:17](=[O:18])[N:6]2[C:7]([C:14]([OH:16])=[O:15])=[C:8]([CH2:11][S:12][CH3:13])[CH2:9][S:10][C@H:5]12 |f:3.4|. Procedure details: (ii) A solution of 7β-formamido-3-methylthiomethylceph-3-em-4-carboxylic acid (6.4 g.) in dioxan (50 ml.) was treated with 50% aqueous hydrochloric acid (7 ml.). After 2 hours at room temperature the mixture was freeze-dried. The resulting material was washed with ethyl acetate and ether, and dried to give 7β-amino-3-methylthiomethylceph-3-em-4-carboxylic acid, hydrochloride (5.95 g., 90%) as a white amorphous solid, [α]D + 58.4° (C 1, 3% NaHCO3), λmax. (0.1 M pH 6 phosphate buffer) 265.5 nm. (ε... The reactants are CC(C)(C)OC(=O)N1CCN(c2ccc(C(F)(F)F)cc2F)CC1, Cl, C1COCCO1. Product: Fc1cc(C(F)(F)F)ccc1N1CCNCC1. RXN SMILES: [C:1]([O:2][C:3](=[O:4])[N:8]1[CH2:9][CH2:10][N:11]([c:14]2[c:15]([F:24])[cH:16][c:17]([C:20]([F:21])([F:22])[F:23])[cH:18][cH:19]2)[CH2:12][CH2:13]1)([CH3:5])([CH3:6])[CH3:7].[ClH:25].[O:26]1[CH2:27][CH2:28][O:29][CH2:30][CH2:31]1>>[NH:8]1[CH2:9][CH2:10][N:11]([c:14]2[c:15]([F:24])[cH:16][c:17]([C:20]([F:21])([F:22])[F:23])[cH:18][cH:19]2)[CH2:12][CH2:13]1.